describe an organic reaction: reactants, conditions, products, and yield From a dataset of the Open Reaction Database (ORD), a public repository of structured organic reaction records. Starting materials: C1OC=2C=C(C=CC2OC1)NC1=NC(=NC=C1F)NC1=CC(=CC=C1)O (N4-(3,4-ethylenedioxyphenyl)-5-fluoro-N2-(3-hydroxyphenyl)-2,4-pyrimidinediamine), ClC1=NC=C(C(=N1)NC1=CC=C(C=C1)OC(C)C)F (2-chloro-5-fluoro-N4-[4-(isopropoxy)phenyl]-4-pyrimidineamine), COC(=O)C=1OC2=C(C1)C=C(C=C2)N (2-methoxycarbonyl-5-aminobenzofuran). The product is FC=1C(=NC(=NC1)NC=1C=CC2=C(C=C(O2)C(=O)OC)C1)NC1=CC=C(C=C1)OC(C)C (5-fluoro-N2-(2-methoxycarbonylbenzofuran-5-yl)-N4-(4-isopropoxyphenyl)-2,4-pyrimidinediamine). As a reaction SMILES: C1COC2C=CC(NC3C(F)=CN=C(NC4C=CC=C(O)C=4)N=3)=CC=2O1.Cl[C:28]1[N:33]=[C:32]([NH:34][C:35]2[CH:40]=[CH:39][C:38]([O:41][CH:42]([CH3:44])[CH3:43])=[CH:37][CH:36]=2)[C:31]([F:45])=[CH:30][N:29]=1.[CH3:46][O:47][C:48]([C:50]1[O:51][C:52]2[CH:58]=[CH:57][C:56]([NH2:59])=[CH:55][C:53]=2[CH:54]=1)=[O:49]>>[F:45][C:31]1[C:32]([NH:34][C:35]2[CH:40]=[CH:39][C:38]([O:41][CH:42]([CH3:44])[CH3:43])=[CH:37][CH:36]=2)=[N:33][C:28]([NH:59][C:56]2[CH:57]=[CH:58][C:52]3[O:51][C:50]([C:48]([O:47][CH3:46])=[O:49])=[CH:54][C:53]=3[CH:55]=2)=[N:29][CH:30]=1. Procedure: In a manner similar to the preparation of N4-(3,4-ethylenedioxyphenyl)-5-fluoro-N2-(3-hydroxyphenyl)-2,4-pyrimidinediamine, 2-chloro-5-fluoro-N4-[4-(isopropoxy)phenyl]-4-pyrimidineamine and 2-methoxycarbonyl-5-aminobenzofuran were reacted to yield 5-fluoro-N2-(2-methoxycarbonylbenzofuran-5-yl)-N4-(4-isopropoxyphenyl)-2,4-pyrimidinediamine. 1H NMR (CDCl3): δ 8.04 (d, 1H, J=1.8 Hz), 7.49–7.41 (m, 4H), 7.35 (dd, 1H, J=2.4 and 8.7 Hz), 7.14 (bs, 1H), 6.90 (d, 2H, J=9.3 Hz), 6.70 (bs, 1H), 4.56 (2q, ... The reactants are N1=CNC2=C1C=CC=C2 (benzimidazole), [H-].[Na+] (sodium hydride), COC1=C(C=CC=C1)N1CCN(CC1)C(C(C1=CC=CC=C1)Cl)=O (1-(2-methoxyphenyl)-4-(2-chloro-1-oxo-2-phenylethyl) piperazine). Solvent: CN(C=O)C (dimethyl formamide), CN(C)C=O (DMF). Conditions: time 30 minute. The product is COC1=C(C=CC=C1)N1CCN(CC1)C(C(N1C=NC2=C1C=CC=C2)C2=CC=CC=C2)=O (1-(2-Methoxyphenyl)-4-[2-phenyl-2-(1H-benzimidazol-1-yl)-1-oxoethyl]piperazine). Yield: 104.9%. Reaction SMILES: [H-].[Na+].[N:3]1[C:7]2[CH:8]=[CH:9][CH:10]=[CH:11][C:6]=2[NH:5][CH:4]=1.[CH3:12][O:13][C:14]1[CH:19]=[CH:18][CH:17]=[CH:16][C:15]=1[N:20]1[CH2:25][CH2:24][N:23]([C:26](=[O:35])[CH:27](Cl)[C:28]2[CH:33]=[CH:32][CH:31]=[CH:30][CH:29]=2)[CH2:22][CH2:21]1>CN(C)C=O>[CH3:12][O:13][C:14]1[CH:19]=[CH:18][CH:17]=[CH:16][C:15]=1[N:20]1[CH2:21][CH2:22][N:23]([C:26](=[O:35])[CH:27]([C:28]2[CH:33]=[CH:32][CH:31]=[CH:30][CH:29]=2)[N:3]2[C:7]3[CH:8]=[CH:9][CH:10]=[CH:11][C:6]=3[N:5]=[CH:4]2)[CH2:24][CH2:25]1 |f:0.1|. Procedure details: A mixture of sodium hydride (0.47 g of 80% dispersion) in dry dimethyl formamide (10 ml) at 0°-5° C. was treated with benzimidazole (1.584 g) and the mixture stirred for 30 mins. A solution of 1-(2-methoxyphenyl)-4-(2-chloro-1-oxo-2-phenylethyl) piperazine (4.624 g) in dry DMF (20 ml) was added and the mixture was stirred at 90° C. for 5 hrs then at ambient temperature overnight. The suspension was filtered and the solvent evaporated under vacuum. The residue, in dichloromethane was washed well ... Starting materials: Cn1cccc1C(=O)O, O=C(NCCC1CC1)c1ccc(N2CCNCC2)nn1. The product is Cn1cccc1C(=O)N1CCN(c2ccc(C(=O)NCCC3CC3)nn2)CC1. As a reaction SMILES: [CH3:1][n:2]1[c:3]([C:7](=[O:8])[OH:9])[cH:4][cH:5][cH:6]1.[CH:10]1([CH2:13][CH2:14][NH:15][C:16](=[O:17])[c:18]2[n:19][n:20][c:21]([N:24]3[CH2:25][CH2:26][NH:27][CH2:28][CH2:29]3)[cH:22][cH:23]2)[CH2:11][CH2:12]1>>[CH3:1][n:2]1[c:3]([C:7](=[O:9])[N:27]2[CH2:26][CH2:25][N:24]([c:21]3[n:20][n:19][c:18]([C:16]([NH:15][CH2:14][CH2:13][CH:10]4[CH2:11][CH2:12]4)=[O:17])[cH:23][cH:22]3)[CH2:29][CH2:28]2)[cH:4][cH:5][cH:6]1. The reactants are FC1=C(C=CC=C1)C(CCN)N (1-(2-fluorophenyl)-1,3-propanediamine), CC1=C(C=CC=C1)C(CCN)N (1-(2-methylphenyl)-1,3-propanediamine), ClC1=C(C=CC=C1)C(CCN)N (1-(2-chlorophenyl)-1,3-propanediamine). Product: C1(=CC=CC=C1)C(CCN)N (1-Phenyl-1.3-propanediamine). RXN SMILES: F[C:2]1[CH:7]=[CH:6][CH:5]=[CH:4][C:3]=1[CH:8]([NH2:12])[CH2:9][CH2:10][NH2:11].CC1C=CC=CC=1C(N)CCN.ClC1C=CC=CC=1C(N)CCN>>[C:3]1([CH:8]([NH2:12])[CH2:9][CH2:10][NH2:11])[CH:4]=[CH:5][CH:6]=[CH:7][CH:2]=1. Reported procedure: Analogously, 1-(2-fluorophenyl)-1,3-propanediamine, 1-(2-methylphenyl)-1,3-propanediamine and 1-(2-chlorophenyl)-1,3-propanediamine have been prepared by using the above procedure and the appropriate starting material. Reactants: CC1(OC2=C(C1)C(=CC(=C2C)C)C)CC(=O)O (2,4,6,7-tetramethyl-2,3-dihydrobenzofuran-2-yl acetic acid), O.ON1N=NC2=C1C=CC=C2 (1-hydroxy-1H-benzotriazole monohydrate), Cl.C(C)N=C=NCCCN(C)C (1-ethyl-3-(3-dimethylaminopropyl) carbodiimide hydrochloride), CNC (dimethylamine). The solvent is CN(C=O)C (dimethylformamide), O (water). Conditions: time 1 hour. Product: CN(C(CC1(OC2=C(C1)C(=CC(=C2C)C)C)C)=O)C (N,N-Dimethyl-2,4,6,7-tetramethyl-2,3-dihydrobenzofuran-2-ylacetamide). Isolated yield 92.7%. As a reaction SMILES: [CH3:1][C:2]1([CH2:14][C:15]([OH:17])=O)[CH2:6][C:5]2[C:7]([CH3:13])=[CH:8][C:9]([CH3:12])=[C:10]([CH3:11])[C:4]=2[O:3]1.O.ON1C2C=CC=CC=2N=N1.Cl.[CH2:30]([N:32]=[C:33]=NCCCN(C)C)C.CNC>CN(C)C=O.O>[CH3:30][N:32]([CH3:33])[C:15](=[O:17])[CH2:14][C:2]1([CH3:1])[CH2:6][C:5]2[C:7]([CH3:13])=[CH:8][C:9]([CH3:12])=[C:10]([CH3:11])[C:4]=2[O:3]1 |f:1.2,3.4|. Procedure: To a solution of 2,4,6,7-tetramethyl-2,3-dihydrobenzofuran-2-yl acetic acid (3.0 g, 12.8 mmol) in dimethylformamide (30 ml) were added 1-hydroxy-1H-benzotriazole monohydrate (HOBt) (2.1 g, 14.1 mmol) and 1-ethyl-3-(3-dimethylaminopropyl) carbodiimide hydrochloride (WSC) (3.7 g, 19.2 mmol). The mixture was stirred at room temperature for 1 hour. Then, 50% dimethylamine aqueous solution (3 ml) was added and the resulting mixture was stirred for additional 30 minutes. The reaction mixture was dilut... Run in O (water), O (water). Procedure: 10 ml sterilized water was added to one slant of M.echinospora JIM-401, and spores were scraped down and removed into a sterilized shake flask filled with glass balls. The flask was shaken for 15 min. The spore solution was filtered through sterilized filter paper to obtain monospora suspension. The suspension was diluted and treated with 0.3% LiCl at 30° C. for 30 min, then with UV (30 W) for 3 min. The treated suspension was diluted with sterilized water, spread on dishes containing 2000 ug/ml... Reactants: [Li+].[Cl-] (LiCl), C[C@@]1(CO[C@@H]([C@@H]([C@H]1NC)O)O[C@H]2[C@@H](C[C@@H]([C@H]([C@@H]2O)O[C@@H]3[C@@H](CC[C@H](O3)CNC)N)N)N)O (Micronomicin). As a reaction SMILES: [Li+].[Cl-].[CH3:3][C@@:4]1([OH:34])[C@H:9]([NH:10][CH3:11])[C@@H:8]([OH:12])[C@@H:7]([O:13][C@@H:14]2[C@@H:19]([OH:20])[C@H:18]([O:21][C@H:22]3[O:27][C@H:26]([CH2:28][NH:29][CH3:30])[CH2:25][CH2:24][C@H:23]3[NH2:31])[C@@H:17]([NH2:32])[CH2:16][C@H:15]2[NH2:33])[O:6][CH2:5]1>O>[CH3:3][C@@:4]1([OH:34])[C@H:9]([NH:10][CH3:11])[C@@H:8]([OH:12])[C@@H:7]([O:13][C@@H:14]2[C@@H:19]([OH:20])[C@H:18]([O:21][C@H:22]3[O:27][C@H:26]([CH2:28][NH:29][CH3:30])[CH2:25][CH2:24][C@H:23]3[NH2:31])[C@@H:17]([NH2:32])[CH2:16][C@H:15]2[NH2:33])[O:6][CH2:5]1.[CH3:3][C:4]1([OH:34])[CH:9]([NH:10][CH3:11])[CH:8]([OH:12])[CH:7]([O:13][CH:14]2[CH:19]([OH:20])[CH:18]([O:21][CH:22]3[O:27][CH:26]([CH2:28][NH2:29])[CH2:25][CH2:24][CH:23]3[NH2:31])[CH:17]([NH2:32])[CH2:16][CH:15]2[NH2:33])[O:6][CH2:5]1 |f:0.1|. Isolated yield 20.0%. Yields the product C[C@@]1(CO[C@@H]([C@@H]([C@H]1NC)O)O[C@H]2[C@@H](C[C@@H]([C@H]([C@@H]2O)O[C@@H]3[C@@H](CC[C@H](O3)CNC)N)N)N)O (Micronomicin), CC1(COC(C(C1NC)O)OC2C(CC(C(C2O)OC3C(CCC(O3)CN)N)N)N)O (gentamicin C1a). Reaction conditions: time 15 minute. Reactants: C1CCOC1, [Li+], COC(=O)C(F)(Oc1cccc2c1c(C(=O)C(N)=O)c(C)n2Cc1ccccc1)C(F)(F)Br, [OH-], O, O. Product: Cc1c(C(=O)C(N)=O)c2c(OC(F)(C(=O)O)C(F)(F)Br)cccc2n1Cc1ccccc1. RXN SMILES: [CH2:37]1[O:38][CH2:39][CH2:40][CH2:41]1.[Li+:36].[NH2:1][C:2]([C:3](=[O:4])[c:5]1[c:6]([CH3:32])[n:7]([CH2:25][c:26]2[cH:27][cH:28][cH:29][cH:30][cH:31]2)[c:8]2[cH:9][cH:10][cH:11][c:12]([O:14][C:15]([C:16](=[O:17])[O:18][CH3:19])([C:20]([F:21])([F:22])[Br:23])[F:24])[c:13]12)=[O:33].[OH-:35].[OH2:34].[OH2:42]>>[NH2:1][C:2]([C:3](=[O:4])[c:5]1[c:6]([CH3:32])[n:7]([CH2:25][c:26]2[cH:27][cH:28][cH:29][cH:30][cH:31]2)[c:8]2[cH:9][cH:10][cH:11][c:12]([O:14][C:15]([C:16](=[O:17])[OH:18])([C:20]([F:21])([F:22])[Br:23])[F:24])[c:13]12)=[O:33]. Starting materials: C(=C)[B-](F)(F)F.[K+] (potassium vinyltrifluoroborate), C1=CC=C(C=C1)P(C2=CC=CC=C2)C3=CC=CC=C3 (PPh3), C(=O)([O-])[O-].[Cs+].[Cs+] (Cs2CO3), BrC1=C(C=C(C=C1)NC(C)=O)Cl (N-(4-bromo-3-chlorophenyl)acetamide). The reagents and catalysts are Cl[Pd]Cl (PdCl2). Solvent: C1CCOC1.O (THF H2O), O (H2O). Conditions: temperature 85 celsius, time 22 hour. The product is ClC=1C=C(C=CC1CCO)NC(C)=O (N-(3-chloro-4-(2-hydroxyethyl)phenyl)acetamide). As a reaction SMILES: [CH:1]([B-](F)(F)F)=[CH2:2].[K+].C1C=CC(P(C2C=CC=CC=2)C2C=CC=CC=2)=CC=1.C([O-])([O-])=[O:28].[Cs+].[Cs+].Br[C:34]1[CH:39]=[CH:38][C:37]([NH:40][C:41](=[O:43])[CH3:42])=[CH:36][C:35]=1[Cl:44]>C1COCC1.O.O.Cl[Pd]Cl>[Cl:44][C:35]1[CH:36]=[C:37]([NH:40][C:41](=[O:43])[CH3:42])[CH:38]=[CH:39][C:34]=1[CH2:2][CH2:1][OH:28] |f:0.1,3.4.5,7.8|. Reported procedure: A solution of potassium vinyltrifluoroborate (2.00 mmol), PdCl2 (0.04 mmol), PPh3 (0.12 mmol), Cs2CO3 (6.00 mmol), and N-(4-bromo-3-chlorophenyl)acetamide (2.00 mmol) in THF/H2O (9:1) (4 mL) was heated at 85° C. under an N2 atmosphere in a sealed tube. The reaction mixture was stirred at 85° C. for 22 h, then cooled to room temperature and diluted with H2O (3 mL) followed by extraction with CH2Cl2 (10 mL*3). The solvent was removed in vacuo, and the crude product was purified by silica gel chrom... Reactants: COC(C)(C)C, CCO, CCOc1ccc(B(O)O)c(F)c1F, Ic1ccc[se]1, [Na+], [Na+], O=C([O-])[O-], Cc1ccccc1. Product: CCOc1ccc(-c2ccc[se]2)c(F)c1F. As a reaction SMILES: [C:37]([O:38][CH3:39])([CH3:40])([CH3:41])[CH3:42].[CH2:27]([OH:28])[CH3:29].[CH2:7]([CH3:8])[O:9][c:10]1[c:11]([F:20])[c:12]([F:19])[c:13]([B:16]([OH:17])[OH:18])[cH:14][cH:15]1.[I:1][c:2]1[se:3][cH:4][cH:5][cH:6]1.[Na+:21].[Na+:22].[O-:23][C:24](=[O:25])[O-:26].[c:30]1([CH3:31])[cH:32][cH:33][cH:34][cH:35][cH:36]1>>[c:2]1(-[c:13]2[c:12]([F:19])[c:11]([F:20])[c:10]([O:9][CH2:7][CH3:8])[cH:15][cH:14]2)[se:3][cH:4][cH:5][cH:6]1. Starting materials: COC1=C(C=C(C=C1)Br)CC1=C(N=C2N1C=CC=C2)C(=O)OCC (ethyl 3-[(2-methoxy-5-bromophenyl)methyl]-imidazolo[1,2-a]pyridine-2-carboxylate), [H-].C(C(C)C)[Al+]CC(C)C (diisobutylaluminum hydride). The solvent is O1CCCC1 (tetrahydrofuran), CCCCCC (hexane). Reaction conditions: time 1 hour. The product is BrC=1C=CC(=C(C1)CC1=C(N=C2N1C=CC=C2)CO)OC ({3-[(5-bromo-2-methoxyphenyl)methyl]-imidazolo[1,2-a]pyridin-2-yl}methan-1-ol). Isolated yield 91.0%. RXN SMILES: [CH3:1][O:2][C:3]1[CH:8]=[CH:7][C:6]([Br:9])=[CH:5][C:4]=1[CH2:10][C:11]1[N:15]2[CH:16]=[CH:17][CH:18]=[CH:19][C:14]2=[N:13][C:12]=1[C:20](OCC)=[O:21].[H-].C([Al+]CC(C)C)C(C)C>O1CCCC1.CCCCCC>[Br:9][C:6]1[CH:7]=[CH:8][C:3]([O:2][CH3:1])=[C:4]([CH2:10][C:11]2[N:15]3[CH:16]=[CH:17][CH:18]=[CH:19][C:14]3=[N:13][C:12]=2[CH2:20][OH:21])[CH:5]=1 |f:1.2|. Reported procedure: A solution of 3.69 g (9.5 mmol) of ethyl 3-[(2-methoxy-5-bromophenyl)methyl]-imidazolo[1,2-a]pyridine-2-carboxylate in 50 mL tetrahydrofuran is cooled to −78° C. and treated with 25.0 mL (25.0 mmol) of diisobutylaluminum hydride, 1M in hexane. After 1 hr the reaction is allowed to warm up to room temperature and carefully quenched by addition of 25 mL 1M sodium hydroxide. The mixture is extracted with 3×40 mL ethyl acetate and the combined extracts washed with 50 mL brine and dried over anhydrou...